This data is from the Open Reaction Database (ORD), a public repository of structured organic reaction records. The task is: describe an organic reaction: reactants, conditions, products, and yield The reactants are C(=O)(N1C=NC=C1)N1C=NC=C1 (1,1′-Carbonyidimidazole), FC1=CC=C(C=C1)S(=O)(=O)N1[C@@H](CCCC1)C(=O)O ((2S)-1-[(4-fluorophenyl)sulfonyl]-2-piperidinecarboxylic acid), NNC(=S)N (thiosemicarbazide). Run in O1CCOCC1 (1,4-dioxane), O1CCCC1 (tetrahydrofuran). Yields the product FC1=CC=C(C=C1)S(=O)(=O)N1[C@@H](CCCC1)C(=O)NNC(N)=S (2-((2S)-1-[(4-fluorophenyl)sulfonyl]-2-piperidylcarbonyl)-1-hydrazinecarbothioamide). The yield is 49.4%. As a reaction SMILES: C(N1C=CN=C1)(N1C=CN=C1)=O.[F:13][C:14]1[CH:19]=[CH:18][C:17]([S:20]([N:23]2[CH2:28][CH2:27][CH2:26][CH2:25][C@H:24]2[C:29]([OH:31])=O)(=[O:22])=[O:21])=[CH:16][CH:15]=1.[NH2:32][NH:33][C:34]([NH2:36])=[S:35]>O1CCCC1.O1CCOCC1>[F:13][C:14]1[CH:19]=[CH:18][C:17]([S:20]([N:23]2[CH2:28][CH2:27][CH2:26][CH2:25][C@H:24]2[C:29]([NH:32][NH:33][C:34](=[S:35])[NH2:36])=[O:31])(=[O:22])=[O:21])=[CH:16][CH:15]=1. Procedure details: 1,1′-Carbonyidimidazole (195 mg) was added to a solution of (2S)-1-[(4-fluorophenyl)sulfonyl]-2-piperidinecarboxylic acid (287 mg) [see Preparation 38] in tetrahydrofuran (5 ml). The reaction mixture was stirred and heated under reflux for 1 hour and then evaporated under reduced pressure to afford a yellow gum. The gum was dissolved in 1,4-dioxane (5 ml) and thiosemicarbazide (182 mg) was added. The reaction mixture was heated under reflux for 1.25 hour. After this time the cooled mixture was p... Starting materials: C(C)OC(=O)C=1NC=C2C1NC=1CN(CC(C1C2C=2OC(=CC2)SC2=NC1=C(N2)C=CC(=C1)O[Si](C)(C)C(C)(C)C)=O)OC(C)(C)C (6-tert-Butyloxy-9-{5-[5-(tert-butyl-dimethyl-silanyloxy)-1H-benzimidazol-2-ylsulfanyl]-furan-2-yl}-8-oxo-2,4,5,7,8,9-hexahydro-pyrrolo[3,4-b]-1,7-naphthyridine-3-carboxylic acid ethyl ester), CCCC[N+](CCCC)(CCCC)CCCC.[F-] (tetra-N-butylammonium fluoride). The solvent is O1CCCC1 (tetrahydrofuran). The product is C(C)OC(=O)C=1NC=C2C1NC=1CN(CC(C1C2C=2OC(=CC2)SC2=NC1=C(N2)C=CC(=C1)O)=O)OC(C)(C)C (6-tert-butyloxy-9-[5-(5-Hydroxy-1H-benzimidazol-2-ylsulfanyl)-furan-2-yl]-8-oxo-2,4,5,7,8,9-hexahydro-pyrrolo[3,4-b]-1,7-naphthyridine-3-carboxylic acid ethyl ester). Isolated yield 67.5%. As a reaction SMILES: [CH2:1]([O:3][C:4]([C:6]1[NH:7][CH:8]=[C:9]2[CH:18]([C:19]3[O:20][C:21]([S:24][C:25]4[NH:29][C:28]5[CH:30]=[CH:31][C:32]([O:34][Si](C(C)(C)C)(C)C)=[CH:33][C:27]=5[N:26]=4)=[CH:22][CH:23]=3)[C:17]3[C:16](=[O:42])[CH2:15][N:14]([O:43][C:44]([CH3:47])([CH3:46])[CH3:45])[CH2:13][C:12]=3[NH:11][C:10]=12)=[O:5])[CH3:2].CCCC[N+](CCCC)(CCCC)CCCC.[F-]>O1CCCC1>[CH2:1]([O:3][C:4]([C:6]1[NH:7][CH:8]=[C:9]2[CH:18]([C:19]3[O:20][C:21]([S:24][C:25]4[NH:29][C:28]5[CH:30]=[CH:31][C:32]([OH:34])=[CH:33][C:27]=5[N:26]=4)=[CH:22][CH:23]=3)[C:17]3[C:16](=[O:42])[CH2:15][N:14]([O:43][C:44]([CH3:45])([CH3:47])[CH3:46])[CH2:13][C:12]=3[NH:11][C:10]=12)=[O:5])[CH3:2] |f:1.2|. Reported procedure: 6-tert-Butyloxy-9-{5-[5-(tert-butyl-dimethyl-silanyloxy)-1H-benzimidazol-2-ylsulfanyl]-furan-2-yl}-8-oxo-2,4,5,7,8,9-hexahydro-pyrrolo[3,4-b]-1,7-naphthyridine-3-carboxylic acid ethyl ester (0.5 g, 0.71 mmol) is treated with tetra-N-butylammonium fluoride (0.185 g, 0.71 mmol) in tetrahydrofuran (5 ml) for 4 hours at room temperature. The reaction mixture is concentrated under reduced pressure and the residue is purified on a silica gel column (40 g) eluted with a mixture of dichloromethane and m... As a reaction SMILES: [O:1]1[CH2:6][CH2:5][N:4]([C:7]2[CH:12]=[CH:11][C:10]([C:13]3[CH:14]=[CH:15][C:16]4[O:22][CH2:21][CH2:20][C:19]([C:23](O)=[O:24])=[CH:18][C:17]=4[CH:26]=3)=[CH:9][CH:8]=2)[CH2:3][CH2:2]1.[CH3:27][N:28]([CH2:35][C:36]1[CH:42]=[CH:41][C:39](N)=[CH:38][CH:37]=1)[CH:29]1[CH2:34][CH2:33][O:32][CH2:31][CH2:30]1.O[N:44]1C2C=CC=CC=2N=N1.Cl.C(N=C=NCCCN(C)C)C>CN(C)C=O.CN(C)C1C=CN=CC=1.O.C(N(CC)CC)C>[CH3:27][N:28]([CH2:35][C:36]1[CH:42]=[CH:41][CH:39]=[CH:38][C:37]=1[C:19]1([C:23]([NH2:44])=[O:24])[CH2:18][C:17]2[CH:26]=[C:13]([C:10]3[CH:11]=[CH:12][C:7]([N:4]4[CH2:5][CH2:6][O:1][CH2:2][CH2:3]4)=[CH:8][CH:9]=3)[CH:14]=[CH:15][C:16]=2[O:22][CH2:21][CH2:20]1)[CH:29]1[CH2:34][CH2:33][O:32][CH2:31][CH2:30]1 |f:3.4|. The reagents and catalysts are CN(C1=CC=NC=C1)C (4-dimethylaminopyridine). Procedure: To a solution of 7-(4-morpholinophenyl)-2,3-dihydro-1-benzoxepine-4-carboxylic acid (0.15g), 4-(N-methyl-N-(tetrahydropyran-4-yl)aminomethyl)aniline (0.1g) and 1-hydroxybenzotriazole (0.06g) in dimethylformamide (15ml) was added 1-ethyl-3-(3-dimethylaminopropyl)-carbodiimide hydrochloride (0.12g) under ice-cooling. Under nitrogen atmosphere, the mixture was warmed to room temperature. To the mixture were added 4-dimethylaminopyridine (catalytic amount) and triethylamine (0.18ml), and the mixture... Reactants: O1CCN(CC1)C1=CC=C(C=C1)C=1C=CC2=C(C=C(CCO2)C(=O)O)C1 (7-(4-morpholinophenyl)-2,3-dihydro-1-benzoxepine-4-carboxylic acid), CN(C1CCOCC1)CC1=CC=C(N)C=C1 (4-(N-methyl-N-(tetrahydropyran-4-yl)aminomethyl)aniline), ON1N=NC2=C1C=CC=C2 (1-hydroxybenzotriazole), Cl.C(C)N=C=NCCCN(C)C (1-ethyl-3-(3-dimethylaminopropyl)-carbodiimide hydrochloride). Yields the product CN(C1CCOCC1)CC1=C(C=CC=C1)C1(CCOC2=C(C1)C=C(C=C2)C2=CC=C(C=C2)N2CCOCC2)C(=O)N (4-((N-methyl-N-(tetrahydropyran-4-yl)aminomethyl)-phenyl)-7-(4-morpholinophenyl)-2,3-dihydro-1-benzoxepine-4-carboxamide). The yield is 71.7%. Solvent: C(C)N(CC)CC (triethylamine), O (water), CN(C=O)C (dimethylformamide). The reactants are C#N, CC(C)C1NC(C(=O)O)C(C)(C)S1, CC(C)C1NC(C#N)C(C)(C)S1, [Cl-], Cl, Cl, [NH4+]. Yields the product CC(C)(S)C(N)C(=O)O. Reaction SMILES: [CH:13]#[N:14].[CH:17]([CH:18]1[S:21][C:22]([CH3:28])([CH3:29])[CH:23]([C:25](=[O:26])[OH:27])[NH:24]1)([CH3:19])[CH3:20].[CH:1]([CH:2]1[NH:3][CH:4]([C:5]#[N:6])[C:7]([CH3:8])([CH3:9])[S:10]1)([CH3:11])[CH3:12].[Cl-:30].[ClH:15].[ClH:16].[NH4+:31]>>[SH:21][C:22]([CH:23]([NH2:24])[C:25](=[O:26])[OH:27])([CH3:28])[CH3:29]. Starting materials: COC(=O)C1c2cc(Cl)ccc2Oc2ccccc2C1C[N+](=O)[O-], [H][H], C1CCOC1. Product: COC(=O)C1c2cc(Cl)ccc2Oc2ccccc2C1CN. As a reaction SMILES: [Cl:1][c:2]1[cH:3][c:4]2[c:5]([cH:23][cH:24]1)[O:6][c:7]1[c:8]([cH:19][cH:20][cH:21][cH:22]1)[CH:9]([CH2:15][N+:16]([O-:17])=[O:18])[CH:10]2[C:11](=[O:12])[O:13][CH3:14].[H:25][H:26].[O:27]1[CH2:28][CH2:29][CH2:30][CH2:31]1>>[Cl:1][c:2]1[cH:3][c:4]2[c:5]([cH:23][cH:24]1)[O:6][c:7]1[c:8]([cH:19][cH:20][cH:21][cH:22]1)[CH:9]([CH2:15][NH2:16])[CH:10]2[C:11](=[O:12])[O:13][CH3:14].